From a dataset of the Open Reaction Database (ORD), a public repository of structured organic reaction records. describe an organic reaction: reactants, conditions, products, and yield The reactants are N=1C=2C=CC=CC2NC1C. Reagents/catalysts: N=1C=CC(=CC1C=2N=CC=C(C2)C(C)(C)C)C(C)(C)C, O1B(OC(C)(C)C1(C)C)B2OC(C)(C)C(O2)(C)C, C[OH2+].C[OH2+].C1CC=CCCC=C1.C1CC=CCCC=C1.[Ir].[Ir]. Solvent: O1CCCC1. Reaction conditions: temperature 80 celsius, time 48 hour. The product is N=1C=2C=CC(=CC2NC1C)B3OC(C)(C)C(O3)(C)C. Yield: 27.0%.